This data is from the Open Reaction Database (ORD), a public repository of structured organic reaction records. The task is: describe an organic reaction: reactants, conditions, products, and yield Starting materials: S(=O)(=O)(C1=CC=C(C)C=C1)N1C[C@@H](CCC1)OS(=O)(=O)C1=CC=C(C)C=C1 (1-tosyl-3-(R)-(+)-tosyloxypiperidine), C1(=CC=CC=C1)C(C#N)C1=CC=CC=C1 (Diphenylacetonitrile), [H-].[Na+] (sodium hydride), suspension. Reaction SMILES: [C:1]1([CH:7]([C:10]2[CH:15]=[CH:14][CH:13]=[CH:12][CH:11]=2)[C:8]#[N:9])[CH:6]=[CH:5][CH:4]=[CH:3][CH:2]=1.[H-].[Na+].[S:18]([N:28]1[CH2:33][CH2:32][CH2:31][C@@H:30](OS(C2C=CC(C)=CC=2)(=O)=O)[CH2:29]1)([C:21]1[CH:27]=[CH:26][C:24]([CH3:25])=[CH:23][CH:22]=1)(=[O:20])=[O:19]>C1(C)C=CC=CC=1>[C:8]([C:7]([C@H:32]1[CH2:31][CH2:30][CH2:29][N:28]([S:18]([C:21]2[CH:22]=[CH:23][C:24]([CH3:25])=[CH:26][CH:27]=2)(=[O:20])=[O:19])[CH2:33]1)([C:1]1[CH:2]=[CH:3][CH:4]=[CH:5][CH:6]=1)[C:10]1[CH:11]=[CH:12][CH:13]=[CH:14][CH:15]=1)#[N:9] |f:1.2|. Product: C(#N)C(C1=CC=CC=C1)(C1=CC=CC=C1)[C@@H]1CN(CCC1)S(=O)(=O)C1=CC=C(C)C=C1 (3-(R)-(-)-(1-cyano-1,1-diphenylmethyl)-1-tosylpiperidine). Run in C1(=CC=CC=C1)C (toluene), C1(=CC=CC=C1)C (toluene). Procedure details: Diphenylacetonitrile (13.5 g) was added to a stirred suspension of sodium hydride (3.2 g of a 60% suspension in mineral oil) in anhydrous toluene (250 ml) and the mixture was heated under reflux for 2 hours. On cooling to room temperature, 1-tosyl-3-(R)-(+)-tosyloxypiperidine (23 g) was added in portions and the mixture heated under reflux for 4 hours. The mixture was diluted with toluene (200 ml) and washed with 10% sodium hydroxide (2×100 ml) and brine (100 ml) then dried (MgSO4) and concentra... Starting materials: Clc1ncnc2[nH]nc(Br)c12, OC1CCN(Cc2ccccc2)CC1, CCOC(=O)N=NC(=O)OCC, C1CCOC1, c1ccc(P(c2ccccc2)c2ccccc2)cc1. The product is Clc1ncnc2c1c(Br)nn2C1CCN(Cc2ccccc2)CC1. As a reaction SMILES: [Br:1][c:2]1[n:3][nH:4][c:5]2[n:6][cH:7][n:8][c:9]([Cl:11])[c:10]12.[CH2:12]([c:13]1[cH:14][cH:15][cH:16][cH:17][cH:18]1)[N:19]1[CH2:20][CH2:21][CH:22]([OH:25])[CH2:23][CH2:24]1.[O:45]=[C:46]([O:47][CH2:48][CH3:49])[N:50]=[N:51][C:52]([O:53][CH2:54][CH3:55])=[O:56].[O:57]1[CH2:58][CH2:59][CH2:60][CH2:61]1.[c:26]1([P:27]([c:28]2[cH:29][cH:30][cH:31][cH:32][cH:33]2)[c:34]2[cH:35][cH:36][cH:37][cH:38][cH:39]2)[cH:40][cH:41][cH:42][cH:43][cH:44]1>>[Br:1][c:2]1[n:3][n:4]([CH:22]2[CH2:21][CH2:20][N:19]([CH2:12][c:13]3[cH:14][cH:15][cH:16][cH:17][cH:18]3)[CH2:24][CH2:23]2)[c:5]2[n:6][cH:7][n:8][c:9]([Cl:11])[c:10]12. The reactants are OC1=C2C(=NC=C1)C(C1=C(CC2)C=C(C=C1)Cl)=C1CCN(CC1)C(=O)NC=1C=NC=CC1 (4-[4-HYDROXY-8-CHLORO-5,6-DIHYDRO-11H-BENZO[5,6]CYCLOHEPTA[1,2-b]PYRIDIN-11-YLIDENE]-N-(3-PYRIDYL)-1-PIPERDINECARBOXAMIDE), C(C)(=O)O (acetic acid), BrBr.C(C)(=O)O (bromine acetic acid). Run in O (water). Conditions: time 10 minute. Product: BrC=1C(=C2C(=NC1)C(C1=C(CC2)C=C(C=C1)Cl)=C1CCN(CC1)C(=O)NC=1C=NC=CC1)O (4-[3-BROMO-4-HYDROXY-8-CHLORO-5,6-DIHYDRO-11H-BENZO[5,6]CYCLOHEPTA[1,2-b]PYRIDIN-11-YLIDENE]-N-(3-PYRIDYL)-1-PIPERIDINECARBOXAMIDE). The yield is 67.0%. As a reaction SMILES: [OH:1][C:2]1[CH:7]=[CH:6][N:5]=[C:4]2[C:8](=[C:18]3[CH2:23][CH2:22][N:21]([C:24]([NH:26][C:27]4[CH:28]=[N:29][CH:30]=[CH:31][CH:32]=4)=[O:25])[CH2:20][CH2:19]3)[C:9]3[CH:16]=[CH:15][C:14]([Cl:17])=[CH:13][C:10]=3[CH2:11][CH2:12][C:3]=12.C(O)(=O)C.[Br:37]Br.C(O)(=O)C>O>[Br:37][C:7]1[C:2]([OH:1])=[C:3]2[CH2:12][CH2:11][C:10]3[CH:13]=[C:14]([Cl:17])[CH:15]=[CH:16][C:9]=3[C:8](=[C:18]3[CH2:23][CH2:22][N:21]([C:24]([NH:26][C:27]4[CH:28]=[N:29][CH:30]=[CH:31][CH:32]=4)=[O:25])[CH2:20][CH2:19]3)[C:4]2=[N:5][CH:6]=1 |f:2.3|. Reported procedure: To a solution of the title compound from Example 263 (0.34 grams) and glacial acetic acid (10 mL) was added a 0.7M bromine-acetic acid solution (4 mL) at 25° C. under N2. After 10 minutes, water was added and the resulting solid was filtered and washed with water several times and dried to give the title compound (Yield 0.31 grams, 67%, MH+ 527). The product is COc1cc([N+](=O)[O-])ccc1-c1cn[n+]([O-])c(C)c1. Starting materials: Cc1cc(Br)cn[n+]1[O-], O=C([O-])[O-], C1COCCO1, COc1cc([N+](=O)[O-])ccc1B1OC(C)(C)C(C)(C)O1, [Cs+], [Cs+]. As a reaction SMILES: [Br:21][c:22]1[cH:23][n:24][n+:25]([O-:29])[c:26]([CH3:28])[cH:27]1.[C:30](=[O:31])([O-:32])[O-:33].[CH2:36]1[O:37][CH2:38][CH2:39][O:40][CH2:41]1.[CH3:1][O:2][c:3]1[c:4]([B:12]2[O:13][C:14]([CH3:15])([CH3:16])[C:17]([CH3:18])([CH3:19])[O:20]2)[cH:5][cH:6][c:7]([N+:9](=[O:10])[O-:11])[cH:8]1.[Cs+:34].[Cs+:35]>>[CH3:1][O:2][c:3]1[c:4](-[c:22]2[cH:23][n:24][n+:25]([O-:29])[c:26]([CH3:28])[cH:27]2)[cH:5][cH:6][c:7]([N+:9](=[O:10])[O-:11])[cH:8]1. Run in O1CCOCC1 (dioxan). RXN SMILES: S([O:11][C@H:12]1[CH2:36][CH2:35][C@@:34]2([CH3:37])[C:14](=[CH:15][CH2:16][C@@H:17]3[C@@H:33]2[CH2:32][CH2:31][C@@:30]2([CH3:38])[C@H:18]3[CH2:19][CH2:20][C@@H:21]2[C@H:22]([CH3:29])[CH2:23][CH2:24][CH2:25][CH:26]([CH3:28])[CH3:27])[CH2:13]1)(C1C=CC(C)=CC=1)(=O)=O.[CH2:39](O)[CH2:40][OH:41].O>O1CCOCC1>[CH3:28][CH:26]([CH2:25][CH2:24][CH2:23][C@H:22]([C@@H:21]1[C@:30]2([CH3:38])[C@H:18]([C@H:17]3[C@H:33]([CH2:32][CH2:31]2)[C@:34]2([CH3:37])[C:14]([CH2:13][C@@H:12]([O:11][CH2:39][CH2:40][OH:41])[CH2:36][CH2:35]2)=[CH:15][CH2:16]3)[CH2:19][CH2:20]1)[CH3:29])[CH3:27]. Product: CC(C)CCC[C@@H](C)[C@H]1CC[C@H]2[C@@H]3CC=C4C[C@H](CC[C@]4(C)[C@H]3CC[C@]12C)OCCO (2-(cholest-5-en-3β-yloxy)-1-ethanol). Procedure: A solution of 10 g of cholesterol tosylate and 25.3 g of ethylene glycol in 180 ml of dioxan is heated to 120° C. while stirring. The mixture is then treated with 200 ml of water and extracted with ether. The ethereal phase is washed firstly with 10% sodium carbonate solution and then with water. The organic phase is dried and evaporated. The residue is chromatographed on silica gel while eluting with ether/hexane. There are obtained 5.6 g of 2-(cholest-5-en-3β-yloxy)-1-ethanol, m.p. 92°-95° C.,... The reactants are S(=O)(=O)(C1=CC=C(C)C=C1)O[C@@H]1CC2=CC[C@H]3[C@@H]4CC[C@H]([C@@H](CCCC(C)C)C)[C@]4(CC[C@@H]3[C@]2(CC1)C)C (cholesterol tosylate), C(CO)O (ethylene glycol), O (water). The yield is 70.3%. Starting materials: O=C([O-])[O-], CC(C)(C)C(=O)OCC1OC(Br)C(OC(=O)C(C)(C)C)C(OC(=O)C(C)(C)C)C1OC(=O)C(C)(C)C, CCC(=O)n1[nH]c(=O)c(Cc2ccccc2)c1C(C)C, CC#N, [K+], [K+]. Yields the product CCC(=O)n1nc(OC2OC(COC(=O)C(C)(C)C)C(OC(=O)C(C)(C)C)C(OC(=O)C(C)(C)C)C2OC(=O)C(C)(C)C)c(Cc2ccccc2)c1C(C)C. As a reaction SMILES: [C:21](=[O:22])([O-:23])[O-:24].[C:27]([C:28]([CH3:29])([CH3:30])[CH3:31])(=[O:32])[O:33][CH:34]1[CH:35]([Br:62])[O:36][CH:37]([CH2:54][O:55][C:56]([C:57]([CH3:58])([CH3:59])[CH3:60])=[O:61])[CH:38]([O:47][C:48]([C:49]([CH3:50])([CH3:51])[CH3:52])=[O:53])[CH:39]1[O:40][C:41]([C:42]([CH3:43])([CH3:44])[CH3:45])=[O:46].[CH2:1]([c:2]1[cH:3][cH:4][cH:5][cH:6][cH:7]1)[c:8]1[c:9](=[O:20])[nH:10][n:11]([C:16]([CH2:17][CH3:18])=[O:19])[c:12]1[CH:13]([CH3:14])[CH3:15].[CH3:63][C:64]#[N:65].[K+:25].[K+:26]>>[CH2:1]([c:2]1[cH:3][cH:4][cH:5][cH:6][cH:7]1)[c:8]1[c:9]([O:20][CH:35]2[CH:34]([O:33][C:27]([C:28]([CH3:29])([CH3:30])[CH3:31])=[O:32])[CH:39]([O:40][C:41]([C:42]([CH3:43])([CH3:44])[CH3:45])=[O:46])[CH:38]([O:47][C:48]([C:49]([CH3:50])([CH3:51])[CH3:52])=[O:53])[CH:37]([CH2:54][O:55][C:56]([C:57]([CH3:58])([CH3:59])[CH3:60])=[O:61])[O:36]2)[n:10][n:11]([C:16]([CH2:17][CH3:18])=[O:19])[c:12]1[CH:13]([CH3:14])[CH3:15].